Dataset: the Open Reaction Database (ORD), a public repository of structured organic reaction records. Task: describe an organic reaction: reactants, conditions, products, and yield Reactants: NC(=O)C1Cc2c([nH]c3ccccc23)CN1C(=O)OCc1ccccc1, NC(=O)C1Cc2c([nH]c3ccccc23)CN1, O=C(O)C1Cc2c([nH]c3ccccc23)CN1C(=O)OCc1ccccc1. Yields the product NC(=O)C1Cc2c([nH]c3ccccc23)CN1. RXN SMILES: [CH2:1]([O:2][C:3](=[O:4])[N:11]1[CH2:12][c:13]2[nH:14][c:15]3[cH:16][cH:17][cH:18][cH:19][c:20]3[c:21]2[CH2:22][CH:23]1[C:24](=[O:25])[NH2:26])[c:5]1[cH:6][cH:7][cH:8][cH:9][cH:10]1.[CH2:27]1[c:28]2[nH:29][c:30]3[c:31]([cH:32][cH:33][cH:34][cH:35]3)[c:36]2[CH2:37][CH:38]([C:39]([NH2:40])=[O:41])[NH:42]1.[CH2:43]([O:44][C:45]([N:46]1[CH:47]([C:48]([OH:49])=[O:50])[CH2:51][c:52]2[c:53]3[c:54]([cH:55][cH:56][cH:57][cH:58]3)[nH:59][c:60]2[CH2:61]1)=[O:62])[c:63]1[cH:64][cH:65][cH:66][cH:67][cH:68]1>>[NH:11]1[CH2:12][c:13]2[nH:14][c:15]3[cH:16][cH:17][cH:18][cH:19][c:20]3[c:21]2[CH2:22][CH:23]1[C:24](=[O:25])[NH2:26]. Reactants: NCCc1ccc(Br)cc1, CCCCO, Nc1ccccn1, O. The product is Brc1ccc(CCNc2ccccn2)cc1. As a reaction SMILES: [Br:8][c:9]1[cH:10][cH:11][c:12]([CH2:13][CH2:14][NH2:15])[cH:16][cH:17]1.[CH2:19]([OH:20])[CH2:21][CH2:22][CH3:23].[NH2:1][c:2]1[n:3][cH:4][cH:5][cH:6][cH:7]1.[OH2:18]>>[NH:1]([c:2]1[n:3][cH:4][cH:5][cH:6][cH:7]1)[CH2:14][CH2:13][c:12]1[cH:11][cH:10][c:9]([Br:8])[cH:17][cH:16]1. The reactants are [Li]CCCC, CN1CCC(=O)CC1, Clc1ccc2sccc2c1, C1CCOC1. The product is CN1CCC(O)(c2cc3cc(Cl)ccc3s2)CC1. Reaction SMILES: [CH2:11]([Li:12])[CH2:13][CH2:14][CH3:15].[CH3:16][N:17]1[CH2:18][CH2:19][C:20](=[O:23])[CH2:21][CH2:22]1.[Cl:1][c:2]1[cH:3][cH:4][c:5]2[c:6]([cH:7][cH:8][s:9]2)[cH:10]1.[O:24]1[CH2:25][CH2:26][CH2:27][CH2:28]1>>[Cl:1][c:2]1[cH:3][cH:4][c:5]2[c:6]([cH:7][c:8]([C:20]3([OH:23])[CH2:19][CH2:18][N:17]([CH3:16])[CH2:22][CH2:21]3)[s:9]2)[cH:10]1. Reactants: FC1(OC2=C(O1)C(=CC=C2B(O)O)C)F ((2,2-difluoro-7-methyl-1,3-benzodioxol-4-yl)boronic acid), FC1(OC2=C(O1)C(=CC=C2B(O)O)C)F ((2,2-difluoro-7-methyl-1,3-benzodioxol-4-yl)boronic acid), OO (H2O2), [OH-].[Na+] (NaOH). The solvent is C1CCOC1 (THF). Conditions: time 2 day. Product: FC1(OC2=C(O1)C(=CC=C2O)C)F (2,2-difluoro-7-methyl-1,3-benzodioxol-4-ol). Isolated yield 58.1%. RXN SMILES: [F:1][C:2]1([F:15])[O:6][C:5]2[C:7]([CH3:14])=[CH:8][CH:9]=[C:10](B(O)O)[C:4]=2[O:3]1.[OH:16]O.[OH-].[Na+]>C1COCC1>[F:1][C:2]1([F:15])[O:6][C:5]2[C:7]([CH3:14])=[CH:8][CH:9]=[C:10]([OH:16])[C:4]=2[O:3]1 |f:2.3|. Procedure details: (2,2-difluoro-7-methyl-1,3-benzodioxol-4-yl)boronic acid (Intermediate 196, 150 mg, 1.28 mmol) was dissolved in THF (1.5 mL) and a 30% w/w aqueous solution of H2O2 (2.56 mmol) and NaOH (51 mg, 1.28 mmol) were added and the reaction mixture stirred for 2 days at room temperature. The reaction was quenched with a 2N aqueous solution of HCl and diluted with ethyl acetate. Two phases were separated and the organic layer was washed twice with brine, dried over Na2SO4 and evaporated to dryness, afford... The reactants are CCc1ccc2sc3cc(C(=O)O)ccc3c(=O)c2c1, CN(C)C=O, O=S(Cl)Cl. Yields the product CCc1ccc2sc3cc(C#N)ccc3c(=O)c2c1. As a reaction SMILES: [CH2:1]([CH3:2])[c:3]1[cH:4][cH:5][c:6]2[s:7][c:8]3[cH:9][c:10]([C:18]([OH:19])=[O:20])[cH:11][cH:12][c:13]3[c:14](=[O:17])[c:15]2[cH:16]1.[CH3:21][N:22]([CH3:23])[CH:24]=[O:25].[S:26]([Cl:27])([Cl:28])=[O:29]>>[CH2:1]([CH3:2])[c:3]1[cH:4][cH:5][c:6]2[s:7][c:8]3[cH:9][c:10]([C:18]#[N:22])[cH:11][cH:12][c:13]3[c:14](=[O:17])[c:15]2[cH:16]1. The product is O=C1OC(CCc2ccc(OCc3ccccc3)cc2)(C2CCCC2)CC(O)=C1Sc1nc(O)c2cc[nH]c2n1. Reaction SMILES: [CH2:1]([c:2]1[cH:3][cH:4][cH:5][cH:6][cH:7]1)[O:8][c:9]1[cH:10][cH:11][c:12]([CH2:15][CH2:16][C:17]2([CH:26]3[CH2:27][CH2:28][CH2:29][CH2:30]3)[CH2:18][C:19]([OH:25])=[C:20]([Cl:24])[C:21](=[O:23])[O:22]2)[cH:13][cH:14]1.[CH3:69][c:70]1[cH:71][c:72]([CH3:73])[n:74]2[n:75][c:76]([SH:77])[n:78][c:79]2[n:80]1.[Cl:31][C:32]1=[C:56]([OH:57])[CH2:55][C:36]([CH2:37][CH2:38][c:39]2[cH:40][c:41]([Cl:42])[c:43]([O:44][CH3:45])[cH:46][c:47]2[O:48][CH3:49])([CH:50]2[CH2:51][CH2:52][CH2:53][CH2:54]2)[O:35][C:33]1=[O:34].[SH:58][c:59]1[n:60][c:61]([OH:68])[c:62]2[c:63]([n:64]1)[nH:65][cH:66][cH:67]2>>[CH2:1]([c:2]1[cH:3][cH:4][cH:5][cH:6][cH:7]1)[O:8][c:9]1[cH:10][cH:11][c:12]([CH2:15][CH2:16][C:17]2([CH:26]3[CH2:27][CH2:28][CH2:29][CH2:30]3)[CH2:18][C:19]([OH:25])=[C:20]([S:58][c:59]3[n:60][c:61]([OH:68])[c:62]4[c:63]([n:64]3)[nH:65][cH:66][cH:67]4)[C:21](=[O:23])[O:22]2)[cH:13][cH:14]1. The reactants are O=C1OC(CCc2ccc(OCc3ccccc3)cc2)(C2CCCC2)CC(O)=C1Cl, Cc1cc(C)n2nc(S)nc2n1, COc1cc(OC)c(CCC2(C3CCCC3)CC(O)=C(Cl)C(=O)O2)cc1Cl, Oc1nc(S)nc2[nH]ccc12. RXN SMILES: [CH2:1]([C:3]1[CH:8]=[CH:7][CH:6]=[CH:5][CH:4]=1)[CH3:2].[CH2:9](O)[CH3:10]>>[CH2:1]([C:3]1[CH:8]=[CH:7][CH:6]=[CH:5][C:4]=1[CH2:9][CH3:10])[CH3:2]. Yields the product C(C)C1=C(C=CC=C1)CC (diethylbenzene). Procedure: Argon gas is then flowed over the coked zeolite catalyst, and a reaction mixture of ethylbenzene and ethanol is injected into the reaction chamber to produce diethylbenzene, which is then removed from within the reaction chamber. The reaction temperature is preferably between approximately 250° C. and approximately 400° C. at a gas pressure between approximately 1.0 atmospheres and approximately 5.0 atmospheres. The ethylbenzene and ethanol are preferably provided in a molar ratio of between 1 t... Reagents/catalysts: zeolite. Starting materials: C(C)C1=CC=CC=C1 (ethylbenzene), C(C)O (ethanol). The reactants are O=C([O-])[O-], CS(=O)(=O)OC1CC(COCc2ccccc2)C1, CN(C)C=O, [Cs+], [Cs+], Nc1ncnc2[nH]nc(-c3ccc(Oc4ccccc4)cc3)c12, O. Product: Nc1ncnc2c1c(-c1ccc(Oc3ccccc3)cc1)nn2C1CC(COCc2ccccc2)C1. Reaction SMILES: [C:42](=[O:43])([O-:44])[O-:45].[CH3:24][S:25]([O:26][CH:29]1[CH2:30][CH:31]([CH2:33][O:34][CH2:35][c:36]2[cH:37][cH:38][cH:39][cH:40][cH:41]2)[CH2:32]1)(=[O:27])=[O:28].[CH3:49][N:50]([CH3:51])[CH:52]=[O:53].[Cs+:46].[Cs+:47].[O:1]([c:2]1[cH:3][cH:4][cH:5][cH:6][cH:7]1)[c:8]1[cH:9][cH:10][c:11](-[c:14]2[n:15][nH:16][c:17]3[n:18][cH:19][n:20][c:21]([NH2:23])[c:22]23)[cH:12][cH:13]1.[OH2:48]>>[O:1]([c:2]1[cH:3][cH:4][cH:5][cH:6][cH:7]1)[c:8]1[cH:9][cH:10][c:11](-[c:14]2[n:15][n:16]([CH:29]3[CH2:30][CH:31]([CH2:33][O:34][CH2:35][c:36]4[cH:37][cH:38][cH:39][cH:40][cH:41]4)[CH2:32]3)[c:17]3[n:18][cH:19][n:20][c:21]([NH2:23])[c:22]23)[cH:12][cH:13]1. Starting materials: C(#N)CC(=O)OCC (ethyl 2-cyanoacetate), [H-].[Na+] (sodium hydride), BrCC(=O)C1=CC=CC=C1 (2-bromoacetophenone). Run in O1CCCC1 (tetrahydrofuran), O1CCCC1 (tetrahydrofuran). Reaction conditions: time 30 minute. Yields the product C(#N)C(C(=O)OCC)CC(C1=CC=CC=C1)=O (Ethyl 2-cyano-4-oxo-4-phenylbutanoate). The yield is 92.9%. As a reaction SMILES: [C:1]([CH2:3][C:4]([O:6][CH2:7][CH3:8])=[O:5])#[N:2].[H-].[Na+].Br[CH2:12][C:13]([C:15]1[CH:20]=[CH:19][CH:18]=[CH:17][CH:16]=1)=[O:14]>O1CCCC1>[C:1]([CH:3]([CH2:12][C:13](=[O:14])[C:15]1[CH:20]=[CH:19][CH:18]=[CH:17][CH:16]=1)[C:4]([O:6][CH2:7][CH3:8])=[O:5])#[N:2] |f:1.2|. Procedure: To a solution of ethyl 2-cyanoacetate (10 g, 88.4 mmol) in tetrahydrofuran (50 ml) at 0° C. was added sodium hydride (4.2 g, 60% in mineral oil, 105 mmol) portionly. The reaction mixture was stirred for 30 minutes, and 2-bromoacetophenone (20 g, 100 mmol) in tetrahydrofuran (20 ml) was added dropwisely. After warming the mixture to room temperature, it was stirred for 4 hours. The resulting solution was quenched with water and normal work-up accomplished with diethyl ether. The organic layer was...